Dataset: the Open Reaction Database (ORD), a public repository of structured organic reaction records. Task: describe an organic reaction: reactants, conditions, products, and yield Starting materials: CCO, CC(C)N1CCN(c2ccc([N+](=O)[O-])c3c2CN(C)C3=O)CC1, Cl, [Fe], [Na+], [OH-]. The product is CC(C)N1CCN(c2ccc(N)c3c2CN(C)C3=O)CC1. Reaction SMILES: [CH3:27][CH2:28][OH:29].[CH:1]([CH3:2])([CH3:3])[N:4]1[CH2:5][CH2:6][N:7]([c:10]2[c:11]3[c:15]([c:16]([N+:19]([O-:20])=[O:21])[cH:17][cH:18]2)[C:14](=[O:22])[N:13]([CH3:23])[CH2:12]3)[CH2:8][CH2:9]1.[ClH:24].[Fe:30].[Na+:26].[OH-:25]>>[CH:1]([CH3:2])([CH3:3])[N:4]1[CH2:5][CH2:6][N:7]([c:10]2[c:11]3[c:15]([c:16]([NH2:19])[cH:17][cH:18]2)[C:14](=[O:22])[N:13]([CH3:23])[CH2:12]3)[CH2:8][CH2:9]1.